This data is from the Open Reaction Database (ORD), a public repository of structured organic reaction records. The task is: describe an organic reaction: reactants, conditions, products, and yield Solvent: O (water), C(Cl)Cl (methylene chloride), C(Cl)Cl (methylene chloride), C(Cl)Cl (methylene chloride). Reaction SMILES: P(Cl)(Cl)(Cl)(Cl)Cl.N1C=CC=CC=1.[CH:13]([O:26][C:27]([C:29]1[N:34]2[C:35](=[O:46])[C@@H:36]([NH:37]C(=O)CC3SC=CC=3)[C@H:33]2[S:32][CH2:31][C:30]=1[CH:47]([S:49][C:50]1[NH:54][N:53]=[N:52][N:51]=1)[CH3:48])=[O:28])([C:20]1[CH:25]=[CH:24][CH:23]=[CH:22][CH:21]=1)[C:14]1[CH:19]=[CH:18][CH:17]=[CH:16][CH:15]=1.CO>C(Cl)Cl.O>[CH:13]([O:26][C:27]([C:29]1[N:34]2[C:35](=[O:46])[CH:36]([NH2:37])[C@H:33]2[S:32][CH2:31][C:30]=1[CH:47]([S:49][C:50]1[NH:54][N:53]=[N:52][N:51]=1)[CH3:48])=[O:28])([C:14]1[CH:19]=[CH:18][CH:17]=[CH:16][CH:15]=1)[C:20]1[CH:21]=[CH:22][CH:23]=[CH:24][CH:25]=1. Procedure details: To a suspension of 6.25 g of phosphorus pentachloride in 45 ml of anhydrous methylene chloride cooled at -10° C., is added 20 ml of anhydrous methylene chloride solution containing 2.4 g of pyridine and the mixed solution is stirred for 30 minutes. To the solution is dropwise added a solution of 9.3 g of 7β-(2-thienylacetamido)-3-(1-methyl-1H-tetrazol-5-ylthiomethyl)-3-cephem-4-carboxylic acid benzhydryl ester in 30 ml of anhydrous methylene chloride during 30 minutes under stirring and keeping ... Reactants: C(C1=CC=CC=C1)(C1=CC=CC=C1)OC(=O)C1=C(CS[C@H]2N1C([C@H]2NC(CC=2SC=CC2)=O)=O)C(C)SC2=NN=NN2 (7β-(2-thienylacetamido)-3-(1-methyl-1H-tetrazol-5-ylthiomethyl)-3-cephem-4-carboxylic acid benzhydryl ester), P(Cl)(Cl)(Cl)(Cl)Cl (phosphorus pentachloride), N1=CC=CC=C1 (pyridine), CO (methanol). Product: C(C1=CC=CC=C1)(C1=CC=CC=C1)OC(=O)C1=C(CS[C@H]2N1C(C2N)=O)C(C)SC2=NN=NN2 (7-amino-3-(1-methyl-1H-tetrazol-5-ylthiomethyl)-3-cephem-4-carboxylic acid benzhydryl ester). The yield is 63.8%. Conditions: temperature -10 celsius, time 30 minute.